Dataset: the Open Reaction Database (ORD), a public repository of structured organic reaction records. Task: describe an organic reaction: reactants, conditions, products, and yield Starting materials: [H-].[Na+] (NaH), [N+](=O)([O-])C1=C(CCl)C=CC=C1 (o-nitrobenzyl chloride), CN(C)C=O (DMF), C(CC(=O)OCC)(C(=O)OCC)C(=O)OCC (Triethyl 1,1,2-ethanetricarboxylate). Run in C1=CC=CC=C1 (benzene), C(C)#N (acetonitrile). Conditions: time 1 hour. The product is C(=O)(OCC)C(CC(=O)OCC)(CC1=C(C=CC=C1)[N+](=O)[O-])C(=O)OCC (Ethyl 3,3-dicarbethoxy-4-(2-nitrophenyl)butyrate). Reaction SMILES: [H-].[Na+].CN(C=O)C.[CH:8]([C:20]([O:22][CH2:23][CH3:24])=[O:21])([C:15]([O:17][CH2:18][CH3:19])=[O:16])[CH2:9][C:10]([O:12][CH2:13][CH3:14])=[O:11].[N+:25]([C:28]1[CH:35]=[CH:34][CH:33]=[CH:32][C:29]=1[CH2:30]Cl)([O-:27])=[O:26]>C1C=CC=CC=1.C(#N)C>[C:15]([C:8]([C:20]([O:22][CH2:23][CH3:24])=[O:21])([CH2:30][C:29]1[CH:32]=[CH:33][CH:34]=[CH:35][C:28]=1[N+:25]([O-:27])=[O:26])[CH2:9][C:10]([O:12][CH2:13][CH3:14])=[O:11])([O:17][CH2:18][CH3:19])=[O:16] |f:0.1|. Reported procedure: A 500 ml. Morton flask equipped with a condenser, stirrer, and dropping funnel was flame dried and charged with NaH (11.9 g - 61% dispersion in mineral oil; 0.3 mole) and 150 ml. of 10% DMF in benzene. Triethyl 1,1,2-ethanetricarboxylate (73.9 g; 0.3 mole) was then added with vigorous stirring over a one hour period. After stirring at room temperature for 0.5 hour, there was then added as rapidly as possible o-nitrobenzyl chloride (51.5 g; 0.3 mole). The resulting reaction mixture was heated at ... Starting materials: [Al+3], C1CCOC1, CCOC(=O)c1ccc(Nc2ncc(F)c(Nc3ccccc3C(=O)NC(C)C)n2)cc1, [H-], [H-], [H-], [H-], [Li+]. Product: CC(C)NC(=O)c1ccccc1Nc1nc(Nc2ccc(CO)cc2)ncc1F. As a reaction SMILES: [Al+3:34].[CH2:39]1[O:40][CH2:41][CH2:42][CH2:43]1.[F:1][c:2]1[c:3]([NH:20][c:21]2[c:22]([C:27](=[O:28])[NH:29][CH:30]([CH3:31])[CH3:32])[cH:23][cH:24][cH:25][cH:26]2)[n:4][c:5]([NH:8][c:9]2[cH:10][cH:11][c:12]([C:13](=[O:14])[O:15][CH2:16][CH3:17])[cH:18][cH:19]2)[n:6][cH:7]1.[H-:33].[H-:36].[H-:37].[H-:38].[Li+:35]>>[F:1][c:2]1[c:3]([NH:20][c:21]2[c:22]([C:27](=[O:28])[NH:29][CH:30]([CH3:31])[CH3:32])[cH:23][cH:24][cH:25][cH:26]2)[n:4][c:5]([NH:8][c:9]2[cH:10][cH:11][c:12]([CH2:13][OH:14])[cH:18][cH:19]2)[n:6][cH:7]1. Reactants: N(C(=O)N)C=1SC=C(N1)CC(=O)OCC (ethyl 2-ureidothiazol-4-ylacetate), [OH-].[K+] (potassium hydroxide). The solvent is CO (methanol), O (water). Product: N(C(=O)N)C=1SC=C(N1)CC(=O)O (2-ureidothiazol-4-ylacetic acid). The yield is 89.7%. As a reaction SMILES: [NH:1]([C:5]1[S:6][CH:7]=[C:8]([CH2:10][C:11]([O:13]CC)=[O:12])[N:9]=1)[C:2]([NH2:4])=[O:3].[OH-].[K+]>CO.O>[NH:1]([C:5]1[S:6][CH:7]=[C:8]([CH2:10][C:11]([OH:13])=[O:12])[N:9]=1)[C:2]([NH2:4])=[O:3] |f:1.2|. Procedure: To a solution of ethyl 2-ureidothiazol-4-ylacetate (3.1 g.) in a mixture of methanol (62 ml.) and water (41 ml.) was dropwise added 1 N potassium hydroxide aqueous solution (13.6 ml) with stirring under ice-cooling, and the solution was stirred for overnight at room temperature, and then the solvent was distilled off therefrom. The residue was dissolved in water (150 ml.), washed with ethyl acetate and then adjusted to pH 3.5 with 10% hydrochloric acid. Thus obtained aqueous layer was cooled wit... Reactants: NC(=S)N (thiourea), C(C1=CC=CC=C1)(C1=CC=CC=C1)OC(=O)C=1N2C(C(C2SCC1C(C=O)Br)NC(CSC1=CC(=C(C=C1)Cl)Cl)=O)=O (2-benzhydryloxycarbonyl-3-(1-bromo-2-oxoethyl)-7-(3,4-dichlorophenylthio)acetamido-8-oxo-5-thia-1-azabicyclo[4.2.0]oct-2-ene), C(C)(=O)OCC (ethyl acetate), C([O-])(O)=O.[Na+] (sodium bicarbonate). Solvent: O (water), O (water), O1CCCC1 (tetrahydrofuran). Reaction conditions: temperature 25 celsius, time 17 hour. Product: NC=1SC(=CN1)C1=C(N2C(C(C2SC1)NC(CSC1=CC(=C(C=C1)Cl)Cl)=O)=O)C(=O)OC(C1=CC=CC=C1)C1=CC=CC=C1 (3-(2-aminothiazol-5-yl)-2-benzhydryloxycarbonyl-7-(3,4-dichlorophenylthio)acetamido-8-oxo-5-thia-1-azabicyclo[4.2.0]oct-2-ene). RXN SMILES: [NH2:1][C:2]([NH2:4])=[S:3].[CH:5]([O:18][C:19]([C:21]1[N:22]2[CH:25]([S:26][CH2:27][C:28]=1[CH:29](Br)[CH:30]=O)[CH:24]([NH:33][C:34](=[O:45])[CH2:35][S:36][C:37]1[CH:42]=[CH:41][C:40]([Cl:43])=[C:39]([Cl:44])[CH:38]=1)[C:23]2=[O:46])=[O:20])([C:12]1[CH:17]=[CH:16][CH:15]=[CH:14][CH:13]=1)[C:6]1[CH:11]=[CH:10][CH:9]=[CH:8][CH:7]=1.C(=O)(O)[O-].[Na+].C(OCC)(=O)C>O.O1CCCC1>[NH2:1][C:2]1[S:3][C:29]([C:28]2[CH2:27][S:26][CH:25]3[N:22]([C:23](=[O:46])[CH:24]3[NH:33][C:34](=[O:45])[CH2:35][S:36][C:37]3[CH:42]=[CH:41][C:40]([Cl:43])=[C:39]([Cl:44])[CH:38]=3)[C:21]=2[C:19]([O:18][CH:5]([C:6]2[CH:11]=[CH:10][CH:9]=[CH:8][CH:7]=2)[C:12]2[CH:13]=[CH:14][CH:15]=[CH:16][CH:17]=2)=[O:20])=[CH:30][N:4]=1 |f:2.3|. Procedure: A solution of thiourea (0.054 g) in distilled water (1 cc) is added to a solution of 2-benzhydryloxycarbonyl-3-(1-bromo-2-oxoethyl)-7-(3,4-dichlorophenylthio)acetamido-8-oxo-5-thia-1-azabicyclo[4.2.0]oct-2-ene (mixture of the diastereoisomers at the substituent in the 3-position) (0.5 g) in tetrahydrofuran (10 cc), and the reaction mixture is then stirred for 17 hours at 25° C. before being poured into a mixture of distilled water (250 cc), a saturated solution of sodium bicarbonate (60 cc) and ... Reactants: ClC=1C=CC2=C(C1)C1=NN(C(C=C1CCS2)=O)C2=CC=C(C=C2)Cl (10-chloro-2-(4-chlorophenyl)-5,6-dihydro-[1]benzothiepino[5,4-c]pyridazin-3(2H)-one), CC(=O)C (acetone), O.O.O.Br[O-].[Na+] (sodium hypobromite trihydrate). Solvent: O (water). Run at time 18 hour. Yields the product ClC=1C=CC2=C(C1)C1=NN(C(C=C1CCS2=O)=O)C2=CC=C(C=C2)Cl (10-chloro-2-(4-chlorophenyl)-5,6-dihydro-[1]benzothiepino[5,4-c]-pyridazin-3(2H)-one 7-oxide). Reaction SMILES: [Cl:1][C:2]1[CH:3]=[CH:4][C:5]2[S:16][CH2:15][CH2:14][C:13]3[C:8](=[N:9][N:10]([C:18]4[CH:23]=[CH:22][C:21]([Cl:24])=[CH:20][CH:19]=4)[C:11](=[O:17])[CH:12]=3)[C:6]=2[CH:7]=1.CC(C)=[O:27].O.O.O.Br[O-].[Na+]>O>[Cl:1][C:2]1[CH:3]=[CH:4][C:5]2[S:16](=[O:27])[CH2:15][CH2:14][C:13]3[C:8](=[N:9][N:10]([C:18]4[CH:19]=[CH:20][C:21]([Cl:24])=[CH:22][CH:23]=4)[C:11](=[O:17])[CH:12]=3)[C:6]=2[CH:7]=1 |f:2.3.4.5.6|. Procedure details: To a mixture of 2.4 g of 10-chloro-2-(4-chlorophenyl)-5,6-dihydro-[1]benzothiepino[5,4-c]pyridazin-3(2H)-one, prepared in Example 11 in 25 ml of water and 300 ml of acetone is added 2.8 g of sodium hypobromite trihydrate. The mixture is stirred for 18 hours at room temperature and concentrated under reduced pressure. To the residue is added water, the precipitated crystals are collected by filtration and recrystallized from dimethylformamide-water to give 1.0 g of 10-chloro-2-(4-chlorophenyl)-5,... The reactants are [BH4-].[Na+] (Sodiumborohydride), ClCC(=O)O (chloro-acetic acid), C([O-])(O)=O.[Na+] (sodium bicarbonate), NC1=CC2=C(OC3=C(S(C2)(=O)=O)C=C(C=C3C)C(=O)O)C(=C1)Cl (2-Amino-4-chloro-6-methyl-10,10-dioxo-10,11-dihydro-5-oxa-10lambda*6*-thia-dibenzo[a,d]cycloheptene-8-carboxylic acid). Solvent: C1=CC=CC=C1 (benzene), O1CCCC1 (tetrahydrofuran). Reaction conditions: time 1 hour. Yields the product COC(=O)C=1C=C(C2=C(S(CC3=C(O2)C(=CC(=C3)NCCCl)Cl)(=O)=O)C1)C (4-Chloro-2-(2-chloro-ethylamino)-6-methyl-10,10-dioxo-10,11-dihydro-5-oxa-10lambda*6*-thia-dibenzo[a,d]cycloheptene-8-carboxylic acid methyl ester). RXN SMILES: [BH4-].[Na+].[Cl:3][CH2:4][C:5](O)=O.[NH2:8][C:9]1[CH:29]=[C:28]([Cl:30])[C:12]2[O:13][C:14]3[C:23]([CH3:24])=[CH:22][C:21]([C:25]([OH:27])=[O:26])=[CH:20][C:15]=3[S:16](=[O:19])(=[O:18])[CH2:17][C:11]=2[CH:10]=1.[C:31](=O)(O)[O-].[Na+]>C1C=CC=CC=1.O1CCCC1>[CH3:31][O:26][C:25]([C:21]1[CH:22]=[C:23]([CH3:24])[C:14]2[O:13][C:12]3[C:28]([Cl:30])=[CH:29][C:9]([NH:8][CH2:5][CH2:4][Cl:3])=[CH:10][C:11]=3[CH2:17][S:16](=[O:18])(=[O:19])[C:15]=2[CH:20]=1)=[O:27] |f:0.1,4.5|. Reported procedure: Sodiumborohydride (1.77 g, 46.78 mmol) was added portionwise to a stirred solution of chloro-acetic acid (7.71 g, 81.59 mmol) in benzene (270 mL) and dry tetrahydrofuran (30 mL) under nitrogen atmosphere at 15° C. The reaction mixture was stirred for 1 h, treated with the methyl ester of Example 35j (5 g, 13.61 mmol) and refluxed for 0.5 h. The reaction mixture was treated with 10% aqueous sodium bicarbonate solution and extracted with ethyl acetate. The organic layer was washed with water, brin... The reactants are C([O-])([O-])=O.[K+].[K+] (potassium carbonate), BrCC(=O)OC (methyl bromoacetate), resultant solution, OCCC1OC2=C(NC1)C=CC=C2O (2-(hydroxyethyl)-8-hydroxy-3,4-dihydro-2H-1,4-benzoxazine), CN(C)C=O (DMF). Run at time 6 hour. Product: OCCN1CCOC2=C1C=CC=C2OCC(=O)OC (Methyl (4-(2-hydroxyethyl)-3,4-dihydro-2H-1,4-benzoxazin-8-yloxy)acetate). Isolated yield 60.0%. Reaction SMILES: OCC[CH:4]1[CH2:9][NH:8][C:7]2[CH:10]=[CH:11][CH:12]=[C:13]([OH:14])[C:6]=2[O:5]1.[C:15](=[O:18])([O-])[O-].[K+].[K+].Br[CH2:22][C:23]([O:25][CH3:26])=[O:24].[CH3:27]N(C=O)C>>[OH:18][CH2:15][CH2:27][N:8]1[C:7]2[CH:10]=[CH:11][CH:12]=[C:13]([O:14][CH2:22][C:23]([O:25][CH3:26])=[O:24])[C:6]=2[O:5][CH2:4][CH2:9]1 |f:1.2.3|. Procedure: 4-(2-(hydroxyethyl)-8-hydroxy-3,4-dihydro-2H-1,4-benzoxazine (4.66 g) was dissolved in anhydrous DMF (50 ml), and anhydrous potassium carbonate (8.50 g) and methyl bromoacetate (4.0 ml) were added to the resultant solution, and the mixture was stirred at room temperature for 6 hours. The solvent was distilled off, and the residue was poured into 5% citric acid, and then extracted with ethyl acetate. The resultant organic layer was washed with water and saturated brine, dried over magnesium sulfa... Reactants: COC(=O)c1ccc(C)c(-n2cnc3ccc(Br)cc3c2=O)c1, CC(=O)[O-], CC(=O)[O-], O=C([O-])[O-], CC(C)(C)OC(=O)N1CCNCC1, Cc1ccccc1, CO, Cl, [Cs+], [Cs+], C1COCCO1, [Pd+2], c1ccc(P(c2ccccc2)c2ccc3ccccc3c2-c2c(P(c3ccccc3)c3ccccc3)ccc3ccccc23)cc1. Yields the product COC(=O)c1ccc(C)c(-n2cnc3ccc(N4CCNCC4)cc3c2=O)c1. RXN SMILES: [Br:1][c:2]1[cH:3][c:4]2[c:5](=[O:23])[n:6](-[c:12]3[cH:13][c:14]([C:15](=[O:16])[O:17][CH3:18])[cH:19][cH:20][c:21]3[CH3:22])[cH:7][n:8][c:9]2[cH:10][cH:11]1.[C:105]([O-:106])(=[O:107])[CH3:108].[C:110]([O-:111])(=[O:112])[CH3:113].[C:24](=[O:25])([O-:26])[O-:27].[C:76]([O:77][C:78]([CH3:79])([CH3:80])[CH3:81])(=[O:82])[N:83]1[CH2:84][CH2:85][NH:86][CH2:87][CH2:88]1.[CH3:90][c:91]1[cH:92][cH:93][cH:94][cH:95][cH:96]1.[CH3:97][OH:98].[ClH:89].[Cs+:28].[Cs+:29].[O:99]1[CH2:100][CH2:101][O:102][CH2:103][CH2:104]1.[Pd+2:109].[c:30]1([P:31]([c:32]2[cH:33][cH:34][cH:35][cH:36][cH:37]2)[c:38]2[cH:39][cH:40][c:41]3[c:42]([cH:43][cH:44][cH:45][cH:46]3)[c:47]2-[c:48]2[c:49]3[c:50]([cH:51][cH:52][cH:53][cH:54]3)[cH:55][cH:56][c:57]2[P:58]([c:59]2[cH:60][cH:61][cH:62][cH:63][cH:64]2)[c:65]2[cH:66][cH:67][cH:68][cH:69][cH:70]2)[cH:71][cH:72][cH:73][cH:74][cH:75]1>>[c:2]1([N:83]2[CH2:84][CH2:85][NH:86][CH2:87][CH2:88]2)[cH:3][c:4]2[c:5](=[O:23])[n:6](-[c:12]3[cH:13][c:14]([C:15](=[O:16])[O:17][CH3:18])[cH:19][cH:20][c:21]3[CH3:22])[cH:7][n:8][c:9]2[cH:10][cH:11]1. Starting materials: CCCCOc1ncc(C(=O)OC)cc1-c1nc2c(CC)n(CCOC)nc2c(=O)[nH]1, Cl, [Na+], C1COCCO1, [OH-]. Product: CCCCOc1ncc(C(=O)O)cc1-c1nc2c(CC)n(CCOC)nc2c(=O)[nH]1. As a reaction SMILES: [CH2:3]([CH2:4][CH2:5][CH3:6])[O:7][c:8]1[n:9][cH:10][c:11]([C:12](=[O:13])[O:14][CH3:15])[cH:16][c:17]1-[c:18]1[nH:19][c:20](=[O:33])[c:21]2[c:22]([n:23]1)[c:24]([CH2:31][CH3:32])[n:25]([CH2:27][CH2:28][O:29][CH3:30])[n:26]2.[ClH:34].[Na+:2].[O:35]1[CH2:36][CH2:37][O:38][CH2:39][CH2:40]1.[OH-:1]>>[CH2:3]([CH2:4][CH2:5][CH3:6])[O:7][c:8]1[n:9][cH:10][c:11]([C:12](=[O:13])[OH:14])[cH:16][c:17]1-[c:18]1[nH:19][c:20](=[O:33])[c:21]2[c:22]([n:23]1)[c:24]([CH2:31][CH3:32])[n:25]([CH2:27][CH2:28][O:29][CH3:30])[n:26]2.